From a dataset of the Open Reaction Database (ORD), a public repository of structured organic reaction records. describe an organic reaction: reactants, conditions, products, and yield Starting materials: ClC1=CC=C2C(=CNC2=C1)C(=O)N1CCN(CC1)C1=C(C=CC=C1)OC ((6-chloro-1H-indol-3-yl)-[4-(2-methoxy-phenyl)-piperazin-1-yl]-methanone), ClCC(=O)NC (2-chloro-N-methyl-acetamide). The product is ClC1=CC=C2C(=CN(C2=C1)CC(=O)NC)C(=O)N1CCN(CC1)C1=C(C=CC=C1)OC (2-{6-Chloro-3-[4-(2-methoxy-phenyl)-piperazine-1-carbonyl]-indol-1-yl}-N-methyl-acetamide). As a reaction SMILES: [Cl:1][C:2]1[CH:10]=[C:9]2[C:5]([C:6]([C:11]([N:13]3[CH2:18][CH2:17][N:16]([C:19]4[CH:24]=[CH:23][CH:22]=[CH:21][C:20]=4[O:25][CH3:26])[CH2:15][CH2:14]3)=[O:12])=[CH:7][NH:8]2)=[CH:4][CH:3]=1.Cl[CH2:28][C:29]([NH:31][CH3:32])=[O:30]>>[Cl:1][C:2]1[CH:10]=[C:9]2[C:5]([C:6]([C:11]([N:13]3[CH2:18][CH2:17][N:16]([C:19]4[CH:24]=[CH:23][CH:22]=[CH:21][C:20]=4[O:25][CH3:26])[CH2:15][CH2:14]3)=[O:12])=[CH:7][N:8]2[CH2:28][C:29]([NH:31][CH3:32])=[O:30])=[CH:4][CH:3]=1. Reported procedure: Following general procedure II, the alkylation of (6-chloro-1H-indol-3-yl)-[4-(2-methoxy-phenyl)-piperazin-1-yl]-methanone (preparation described herein), with (commercially available) 2-chloro-N-methyl-acetamide gave the title compound. Starting materials: C(C)(C)N(CC)C(C)C (diisopropyl ethyl amine), C(C)(=O)Cl (acetyl chloride), Cl.COC=1C=C(C=CC1N1C=NC(=C1)C)NC=1N=CC2=C(N1)C(CNC2)C2=CC=CC=C2 ([3-methoxy-4-(4-methyl-imidazol-1-yl)-phenyl]-(8-phenyl-5,6,7,8-tetrahydro-pyrido[4,3-d]pyrimidin-2-yl)-amine hydrochloride). Run in C(Cl)Cl (methylen chloride). The product is COC=1C=C(C=CC1N1C=NC(=C1)C)NC=1N=CC2=C(N1)C(CN(C2)C(C)=O)C2=CC=CC=C2 (1-{2-[3-Methoxy-4-(4-methyl-imidazol-1-yl)-phenylamino]-8-phenyl-7,8-dihydro-5H-pyrido[4,3-d]pyrimidin-6-yl}-ethanone). The yield is 29.3%. Reaction SMILES: Cl.[CH3:2][O:3][C:4]1[CH:5]=[C:6]([NH:16][C:17]2[N:18]=[CH:19][C:20]3[CH2:26][NH:25][CH2:24][CH:23]([C:27]4[CH:32]=[CH:31][CH:30]=[CH:29][CH:28]=4)[C:21]=3[N:22]=2)[CH:7]=[CH:8][C:9]=1[N:10]1[CH:14]=[C:13]([CH3:15])[N:12]=[CH:11]1.C(N(C(C)C)CC)(C)C.[C:42](Cl)(=[O:44])[CH3:43]>C(Cl)Cl>[CH3:2][O:3][C:4]1[CH:5]=[C:6]([NH:16][C:17]2[N:18]=[CH:19][C:20]3[CH2:26][N:25]([C:42](=[O:44])[CH3:43])[CH2:24][CH:23]([C:27]4[CH:32]=[CH:31][CH:30]=[CH:29][CH:28]=4)[C:21]=3[N:22]=2)[CH:7]=[CH:8][C:9]=1[N:10]1[CH:14]=[C:13]([CH3:15])[N:12]=[CH:11]1 |f:0.1|. Procedure: To a suspension of [3-methoxy-4-(4-methyl-imidazol-1-yl)-phenyl]-(8-phenyl-5,6,7,8-tetrahydro-pyrido[4,3-d]pyrimidin-2-yl)-amine hydrochloride (65 mg, 0.15 mmol) in methylen chloride (2 mL) was added at room temperature NN,-diisopropyl ethyl amine (28 mg, 0.22 mmol) and after 2 minutes acetyl chloride (12.5 mg, 0.16 mmol). The reaction was stirred at room temperature over night. The solvent was evaporated under reduced pressure and the residue was purified by column chromatography on silica gel ... Reactants: C(C)(C)(C)C=1C=C(C=O)C=CC1O (3-tert-butyl-4-hydroxybenzaldehyde), [I-].[K+] (potassium iodide), [K] (potassium), S(O)(O)(=O)=O (sulphuric acid). Reagents/catalysts: S(=O)(=O)([O-])S(=O)[O-].[Na+].[Na+] (Sodium metabisulphite). The solvent is O (water), O (water), C(C)O (ethanol). Yields the product C(C)(C)(C)C=1C=C(C=O)C=C(C1O)I (3-tert-butyl-4-hydroxy-5-iodobenzaldehyde). Isolated yield 131.4%. Reaction SMILES: [C:1]([C:5]1[CH:6]=[C:7]([CH:10]=[CH:11][C:12]=1[OH:13])[CH:8]=[O:9])([CH3:4])([CH3:3])[CH3:2].[I-:14].[K+].[K].S(=O)(=O)(O)O>O.S(S([O-])=O)([O-])(=O)=O.[Na+].[Na+].C(O)C>[C:1]([C:5]1[CH:6]=[C:7]([CH:10]=[C:11]([I:14])[C:12]=1[OH:13])[CH:8]=[O:9])([CH3:4])([CH3:2])[CH3:3] |f:1.2,6.7.8,^1:15|. Procedure details: A slurry of 3-tert-butyl-4-hydroxybenzaldehyde (16 gm) sodium hydroxide (3.5 gm), potassium iodide (10.3 gm), potassium in distilled water (91 ml) was added dropwise during 20 mins to a stirred solution of ethanol (69 ml), water (15 ml) and and concentrated sulphuric acid (7.5 ml) at 50°-55° C. After addition, the mixture was refluxed for 1 hour. Sodium metabisulphite (1 gm) was added to the mixture and on cooling a precipitate formed. The precipitate was collected and recrystallised from petrol... The reactants are OC(CC(C)C)C1=C(C=NC=2N(C(N(C(C21)=O)CCCOC2OCCCC2)=O)C)C2=C(C=CC=C2)C(C)C (5-(1-hydroxy-3-methylbutyl)-6-(2-isopropylphenyl)-1-methyl-3-(3-((tetrahydro-2H-pyran-2-yl)oxy)propyl)pyrido[2,3-d]pyrimidine-2,4(1H,3H)-dione). Reagents/catalysts: [Zn] (Zn). Solvent: C(=O)O (HCOOH). Reaction conditions: temperature 50 celsius. Yields the product C(=O)OCCCN1C(N(C2=C(C1=O)C(=C(C=N2)C2=C(C=CC=C2)C(C)C)CCC(C)C)C)=O (3-(5-isopentyl-6-(2-isopropylphenyl)-1-methyl-2,4-dioxo-1,2-dihydropyrido[2,3-d]pyrimidin-3(4H)-yl)propyl formate). Isolated yield 58.3%. RXN SMILES: O[CH:2]([C:7]1[C:16]2[C:15](=[O:17])[N:14]([CH2:18][CH2:19][CH2:20][O:21][CH:22]3CCCC[O:23]3)[C:13](=[O:28])[N:12]([CH3:29])[C:11]=2[N:10]=[CH:9][C:8]=1[C:30]1[CH:35]=[CH:34][CH:33]=[CH:32][C:31]=1[CH:36]([CH3:38])[CH3:37])[CH2:3][CH:4]([CH3:6])[CH3:5]>C(O)=O.[Zn]>[CH:22]([O:21][CH2:20][CH2:19][CH2:18][N:14]1[C:15](=[O:17])[C:16]2[C:7]([CH2:2][CH2:3][CH:4]([CH3:6])[CH3:5])=[C:8]([C:30]3[CH:35]=[CH:34][CH:33]=[CH:32][C:31]=3[CH:36]([CH3:38])[CH3:37])[CH:9]=[N:10][C:11]=2[N:12]([CH3:29])[C:13]1=[O:28])=[O:23]. Procedure details: To a solution of 5-(1-hydroxy-3-methylbutyl)-6-(2-isopropylphenyl)-1-methyl-3-(3-((tetrahydro-2H-pyran-2-yl)oxy)propyl)pyrido[2,3-d]pyrimidine-2,4(1H,3H)-dione (30 mg, 0.057 mmol) in HCOOH (2 mL) was added Zn dust (18.7 mg, 0.285 mmol). The reaction was heated at 50° C. for 2 h, cooled to RT and filtered. The filtrate was concentrated and dried to give 3-(5-isopentyl-6-(2-isopropylphenyl)-1-methyl-2,4-dioxo-1,2-dihydropyrido[2,3-d]pyrimidin-3(4H)-yl)propyl formate (15 mg, 57.9% yield) as a solid... Starting materials: Cl.BrC1=CC=C(C=C1)NN (4-bromophenylhydrazine hydrochloride), C1(C=2C(C(N1C1CCC(CC1)=O)=O)=CC=CC2)=O (4-phthalimido-cyclohexanone). The solvent is C(CCC)O (n-butanol). The product is C1(C=2C(C(N1C1CCC=3NC4=CC=C(C=C4C3C1)Br)=O)=CC=CC2)=O (3-phthalimido-6-bromo-1,2,3,4-tetrahydrocarbazole). The yield is 104.1%. Reaction SMILES: Cl.[Br:2][C:3]1[CH:8]=[CH:7][C:6]([NH:9]N)=[CH:5][CH:4]=1.[C:11]1(=[O:28])[N:15]([CH:16]2[CH2:21][CH2:20][C:19](=O)[CH2:18][CH2:17]2)[C:14](=[O:23])[C:13]2=[CH:24][CH:25]=[CH:26][CH:27]=[C:12]12>C(O)CCC>[C:14]1(=[O:23])[N:15]([CH:16]2[CH2:17][C:18]3[C:7]4[C:6](=[CH:5][CH:4]=[C:3]([Br:2])[CH:8]=4)[NH:9][C:19]=3[CH2:20][CH2:21]2)[C:11](=[O:28])[C:12]2=[CH:27][CH:26]=[CH:25][CH:24]=[C:13]12 |f:0.1|. Reported procedure: Reaction of 4-bromophenylhydrazine hydrochloride (4.0 g, 18.1 mmol) with 4-phthalimido-cyclohexanone (4.39 g, 18.1 mmol) in refluxing n-butanol for 20 min, followed by cooling, filtration, and evaporation of the filtrate to dryness yielded 3-phthalimido-6-bromo-1,2,3,4-tetrahydrocarbazole as an orange solid (7.45 g). Starting materials: BrC1=CC=C(CN2C(=C(C3=CC(=CC=C23)OC)C2=C(C(=O)O)C=CC=C2)C)C=C1 (2-(1-(4-Bromobenzyl)-5-methoxy-2-methyl-1 H-indol-3-yl) benzoic acid), S(C)C (SMe2), Cl (HCl), C(C)(=O)OCC (ethyl acetate). Run in C1CCOC1 (THF). Product: BrC1=CC=C(CN2C(=C(C3=CC(=CC=C23)OC)C2=C(C=CC=C2)CO)C)C=C1 ([2-(1-(4-Bromobenzyl)-5-methoxy-2-methyl-1H-indol-3-yl) phenyl]methanol). The yield is 99.0%. RXN SMILES: [Br:1][C:2]1[CH:29]=[CH:28][C:5]([CH2:6][N:7]2[C:15]3[C:10](=[CH:11][C:12]([O:16][CH3:17])=[CH:13][CH:14]=3)[C:9]([C:18]3[CH:26]=[CH:25][CH:24]=[CH:23][C:19]=3[C:20](O)=[O:21])=[C:8]2[CH3:27])=[CH:4][CH:3]=1.S(C)C.Cl.C(OCC)(=O)C>C1COCC1>[Br:1][C:2]1[CH:3]=[CH:4][C:5]([CH2:6][N:7]2[C:15]3[C:10](=[CH:11][C:12]([O:16][CH3:17])=[CH:13][CH:14]=3)[C:9]([C:18]3[CH:26]=[CH:25][CH:24]=[CH:23][C:19]=3[CH2:20][OH:21])=[C:8]2[CH3:27])=[CH:28][CH:29]=1. Procedure: A solution of the acid from Step 1 (300 mg, 0.66 mmol) and BH3 Σ SMe2 (0.1 mL, 1 mmol) in THF (3 mL) was gently refluxed for 2 h. The cooled mixture was poured over icy dilute HCl and ethyl acetate. The organic layer was washed with brine and dried with MgSO4. Removal of the solvents yielded essentially pure product (285 mg). Starting materials: C(SCCC1=CC=CC=C1)([S-])=S.[K+] (potassium phenethyl trithiocarbonate), ClCC#N (chloroacetonitrile). Solvent: O1CCCC1 (tetrahydrofuran). Conditions: time 1 hour. Yields the product C(SCC#N)(SCCC1=CC=CC=C1)=S (Cyanomethyl Phenethyl Trithiocarbonate). Yield: 95.7%. RXN SMILES: [C:1](=[S:12])([S-:11])[S:2][CH2:3][CH2:4][C:5]1[CH:10]=[CH:9][CH:8]=[CH:7][CH:6]=1.[K+].Cl[CH2:15][C:16]#[N:17]>O1CCCC1>[C:1](=[S:11])([S:2][CH2:3][CH2:4][C:5]1[CH:6]=[CH:7][CH:8]=[CH:9][CH:10]=1)[S:12][CH2:15][C:16]#[N:17] |f:0.1|. Procedure: To a solution containing 10.1 g (40 mmol) of potassium phenethyl trithiocarbonate in 100 ml of tetrahydrofuran is added 2.6 ml (40 mmol) of chloroacetonitrile while maintaining the temperature of the reaction mixture at 20°-25° C. The mixture is stirred for 1 hour and concentrated in vacuo. The residue is then taken up in ether, washed with brine, dried with Na2SO4, filtered and concentrated in vacuo. The residue is crystallized from an ether-hexane mixture to give 9.7 g of a yellow solid, cyano... Starting materials: O=Cc1ccc(Br)cc1, C=CC(=O)OC, CO. The product is C=C(C(=O)OC)C(O)c1ccc(Br)cc1. RXN SMILES: [Br:1][c:2]1[cH:3][cH:4][c:5]([CH:6]=[O:7])[cH:8][cH:9]1.[C:10]([CH:11]=[CH2:12])(=[O:13])[O:14][CH3:15].[CH3:16][OH:17]>>[Br:1][c:2]1[cH:3][cH:4][c:5]([CH:6]([OH:7])[C:11]([C:10](=[O:13])[O:14][CH3:15])=[CH2:12])[cH:8][cH:9]1. Starting materials: [H-].[Al+3].[Li+].[H-].[H-].[H-] (Lithiumaluminiumhydride), ClC1=CC=C(C=C1)C1(CC1)C1=CC=C(C=C1)C#N (1-(4-chlorophenyl)-1-(4-cyanophenyl)cyclopropane). Solvent: O1CCCC1 (tetrahydrofuran), O1CCCC1 (tetrahydrofuran). Product: ClC1=CC=C(C=C1)C1(CC1)C1=CC=C(C=C1)CN (1-(4-Chlorophenyl)-1-(4-aminomethylphenyl)cyclopropane). RXN SMILES: [H-].[Al+3].[Li+].[H-].[H-].[H-].[Cl:7][C:8]1[CH:13]=[CH:12][C:11]([C:14]2([C:17]3[CH:22]=[CH:21][C:20]([C:23]#[N:24])=[CH:19][CH:18]=3)[CH2:16][CH2:15]2)=[CH:10][CH:9]=1>O1CCCC1>[Cl:7][C:8]1[CH:9]=[CH:10][C:11]([C:14]2([C:17]3[CH:18]=[CH:19][C:20]([CH2:23][NH2:24])=[CH:21][CH:22]=3)[CH2:15][CH2:16]2)=[CH:12][CH:13]=1 |f:0.1.2.3.4.5|. Procedure: 230 mg of Lithiumaluminiumhydride are suspended in 10 ml of tetrahydrofuran, 234 mg of 1-(4-chlorophenyl)-1-(4-cyanophenyl)cyclopropane in 5 ml tetrahydrofuran added dropwise and the mixture refluxed for 18 hours. The mixture is then hydrolysed with 1N HCl and extracted with dichloromethane. The oily title compound is directly reacted further.